Dataset: the Open Reaction Database (ORD), a public repository of structured organic reaction records. Task: describe an organic reaction: reactants, conditions, products, and yield Starting materials: C1(CC1)N(C(C1=C(C=C(C=C1)C)F)=O)C1CCC(CC1)CC(=O)OC (methyl 2-(4-(N-cyclopropyl-2-fluoro-4-methylbenzamido)cyclohexyl)acetate), C[Mg]Br (methylmagnesium bromide), solution, C(C)OCC (diethyl ether). The solvent is C1CCOC1 (THF). Run at time 2 hour. The product is C1(CC1)N(C(C1=C(C=C(C=C1)C)F)=O)[C@@H]1CC[C@H](CC1)CC(C)(C)O (N-cyclopropyl-2-fluoro-N-(trans-4-(2-hydroxy-2-methylpropyl)cyclohexyl)-4-methylbenzamide), solid. RXN SMILES: [CH:1]1([N:4]([CH:15]2[CH2:20][CH2:19][CH:18]([CH2:21]C(OC)=O)[CH2:17][CH2:16]2)[C:5](=[O:14])[C:6]2[CH:11]=[CH:10][C:9]([CH3:12])=[CH:8][C:7]=2[F:13])[CH2:3][CH2:2]1.[CH3:26][Mg]Br.C([O:31][CH2:32][CH3:33])C>C1COCC1>[CH:1]1([N:4]([C@H:15]2[CH2:20][CH2:19][C@H:18]([CH2:21][C:32]([OH:31])([CH3:33])[CH3:26])[CH2:17][CH2:16]2)[C:5](=[O:14])[C:6]2[CH:11]=[CH:10][C:9]([CH3:12])=[CH:8][C:7]=2[F:13])[CH2:3][CH2:2]1. Reported procedure: To a solution of methyl 2-(4-(N-cyclopropyl-2-fluoro-4-methylbenzamido)cyclohexyl)acetate (0.075 g, 0.22 mmol) in THF (2 mL) was added methylmagnesium bromide, (3.0 M solution in diethyl ether, 0.43 ml, 1.3 mmol) at room temperature. After being stirred for 2 hours at room temperature, the reaction mixture was quenched with saturated NH4Cl (10 ml) and then extracted with EtOAc three times. The organic phase was dried over Na2SO4 and then concentrated in vacuo. The crude product was purified thro... The reactants are C([O-])([O-])=O.[K+].[K+] (potassium carbonate), BrCCO (2-bromoethanol), C([O-])([O-])=O.[K+].[K+] (potassium carbonate), OC1=CC=C(C=C1)CC#N (p-hydroxyphenylacetonitrile). Run in CC(=O)CC (methylethylketone). Run at time 48 hour. Yields the product OCCOC1=CC=C(C=C1)CC#N (p-(2-Hydroxyethoxy)-phenylacetonitrile). RXN SMILES: [OH:1][C:2]1[CH:7]=[CH:6][C:5]([CH2:8][C:9]#[N:10])=[CH:4][CH:3]=1.Br[CH2:12][CH2:13][OH:14].C(=O)([O-])[O-].[K+].[K+]>CC(CC)=O>[OH:14][CH2:13][CH2:12][O:1][C:2]1[CH:7]=[CH:6][C:5]([CH2:8][C:9]#[N:10])=[CH:4][CH:3]=1 |f:2.3.4|. Reported procedure: 5 g p-hydroxyphenylacetonitrile were dissolved in 250 ml methylethylketone. 7 g of 2-bromoethanol and 23 g potassium carbonate were added thereto. The mixture was stirred for 48 hours under reflux. At the end of the reaction the potassium carbonate and the produced potassium bromide were filtered. The precipitates were washed with acetone and the acetone wash was added to the reaction mixture. The clear solution was reduced to about 10-15 ml. It was then taken up in ether and shaken with 1/100 N...